Dataset: the Open Reaction Database (ORD), a public repository of structured organic reaction records. Task: describe an organic reaction: reactants, conditions, products, and yield Reactants: CC(C)(C)CC(=O)Cl, CCN(C(C)C)C(C)C, CCCn1nc(-c2ccc(O)cc2)c2cccc(Cl)c21, ClCCl, O. The product is CCCn1nc(-c2ccc(OC(=O)CC(C)(C)C)cc2)c2cccc(Cl)c21. RXN SMILES: [C:30]([CH3:31])([CH3:32])([CH3:33])[CH2:34][C:35](=[O:36])[Cl:37].[CH:21]([N:22]([CH2:23][CH3:24])[CH:25]([CH3:26])[CH3:27])([CH3:28])[CH3:29].[Cl:1][c:2]1[cH:3][cH:4][cH:5][c:6]2[c:7](-[c:14]3[cH:15][cH:16][c:17]([OH:20])[cH:18][cH:19]3)[n:8][n:9]([CH2:11][CH2:12][CH3:13])[c:10]12.[Cl:39][CH2:40][Cl:41].[OH2:38]>>[Cl:1][c:2]1[cH:3][cH:4][cH:5][c:6]2[c:7](-[c:14]3[cH:15][cH:16][c:17]([O:20][C:35]([CH2:34][C:30]([CH3:31])([CH3:32])[CH3:33])=[O:36])[cH:18][cH:19]3)[n:8][n:9]([CH2:11][CH2:12][CH3:13])[c:10]12. Starting materials: BrC=1C=NC(=C(C(=O)NC2=C(C=C(C=C2)F)F)C1)Cl (5-bromo-2-chloro-N-(2,4-difluorophenyl)nicotinamide), Cl.N1C=CC=2C1=NC=CC2OC2=C(C=C(C=C2)NC2=CC=NC=C2C(=O)NC2=C(C=C(C=C2)F)F)F (4-(4-(1H-Pyrrolo[2,3-b]pyridin-4-yloxy)-3-fluorophenylamino)-N-(2,4-difluorophenyl)nicotinamide, hydrochloride salt), Cl.N1C=CC=2C1=NC=CC2OC2=C(C=C(C=C2)NC2=CC=NC=C2C(=O)NC2=C(C=C(C=C2)F)F)F (4-(4-(1H-Pyrrolo[2,3-b]pyridin-4-yloxy)-3-fluorophenylamino)-N-(2,4-difluorophenyl)nicotinamide, hydrochloride salt), O.C=1(C(=CC=CC1)S(=O)(=O)O)C (toluenesulfonic acid monohydrate), CN1CCCC1=O (NMP). Reaction conditions: temperature 160 celsius, time 15 hour. Product: BrC=1C=C(C(=NC1)NC1=CC(=C(OC2=CC(=NC=C2)C(=O)N)C=C1)F)C(NC1=C(C=C(C=C1)F)F)=O (4-(4-(5-Bromo-3-(2,4-difluorophenylcarbamoyl)pyridin-2-ylamino)-2-fluorophenoxy)picolinamide). The yield is 11.0%. As a reaction SMILES: [Br:1][C:2]1[CH:3]=[N:4][C:5](Cl)=[C:6]([CH:18]=1)[C:7]([NH:9][C:10]1[CH:15]=[CH:14][C:13]([F:16])=[CH:12][C:11]=1[F:17])=[O:8].Cl.N1[C:25]2=[N:26][CH:27]=[CH:28][C:29]([O:30][C:31]3[CH:36]=[CH:35][C:34]([NH:37]C4C(C(NC5C=CC(F)=CC=5F)=O)=CN=CC=4)=[CH:33][C:32]=3[F:55])=[C:24]2C=C1.O.C1(C)C(S(O)(=O)=O)=CC=CC=1.C[N:69]1[C:73](=[O:74])CCC1>>[Br:1][C:2]1[CH:18]=[C:6]([C:7](=[O:8])[NH:9][C:10]2[CH:15]=[CH:14][C:13]([F:16])=[CH:12][C:11]=2[F:17])[C:5]([NH:37][C:34]2[CH:35]=[CH:36][C:31]([O:30][C:29]3[CH:28]=[CH:27][N:26]=[C:25]([C:73]([NH2:69])=[O:74])[CH:24]=3)=[C:32]([F:55])[CH:33]=2)=[N:4][CH:3]=1 |f:1.2,3.4|. Procedure details: To a solution of 5-bromo-2-chloro-N-(2,4-difluorophenyl)nicotinamide (126 mg, 0.51 mmol) and 4-(4-amino-2-fluorophenoxy)picolinamide (172 mg, 0.49 mmol, Compound C of Example 3) in 3 mL of NMP was added toluenesulfonic acid monohydrate (71 mg, 0.37 mmol). The mixture was stirred at 120° C. for 2 h and at 160° C. for 15 h. The solution was cooled to rt and purified on preparative (RP) HPLC. The fractions containing the desired product pooled and concentrated in vacuo. The residue was then partiti... Starting materials: COC(=O)C1NCCC1O, Cc1c(S(=O)(=O)O)ccc(C#N)c1Cl, Cl, CN(C)C=O, O=S(Cl)Cl. The product is COC(=O)C1C(O)CCN1S(=O)(=O)c1ccc(C#N)c(Cl)c1C. RXN SMILES: [CH3:21][O:22][C:23]([CH:24]1[NH:25][CH2:26][CH2:27][CH:28]1[OH:29])=[O:30].[Cl:1][c:2]1[c:3]([CH3:14])[c:4]([S:10](=[O:11])(=[O:12])[OH:13])[cH:5][cH:6][c:7]1[C:8]#[N:9].[ClH:20].[O:15]=[CH:16][N:17]([CH3:18])[CH3:19].[S:31]([Cl:32])([Cl:33])=[O:34]>>[Cl:1][c:2]1[c:3]([CH3:14])[c:4]([S:10](=[O:12])(=[O:13])[N:25]2[CH:24]([C:23]([O:22][CH3:21])=[O:30])[CH:28]([OH:29])[CH2:27][CH2:26]2)[cH:5][cH:6][c:7]1[C:8]#[N:9]. Reactants: CC1=C(C(=O)O)C(c2cccc([N+](=O)[O-])c2)C2=C(CCCC2=O)N1, CC1=C(C(=O)OCCC#N)C(c2cccc([N+](=O)[O-])c2)C2=C(CCCC2=O)N1, COCCOC, [Na+], [OH-], O. Product: CC1=CC(c2cccc([N+](=O)[O-])c2)C2=C(CCCC2=O)N1. As a reaction SMILES: [CH3:1][C:2]1=[C:11]([C:12]([OH:13])=[O:14])[CH:10]([c:15]2[cH:16][c:17]([N+:21](=[O:22])[O-:23])[cH:18][cH:19][cH:20]2)[C:9]2=[C:4]([NH:3]1)[CH2:5][CH2:6][CH2:7][C:8]2=[O:24].[CH3:25][C:26]1=[C:45]([C:46]([O:47][CH2:48][CH2:49][C:50]#[N:51])=[O:52])[CH:35]([c:36]2[cH:37][cH:38][cH:39][c:40]([N+:41]([O-:42])=[O:43])[cH:44]2)[C:34]2=[C:28]([NH:27]1)[CH2:29][CH2:30][CH2:31][C:32]2=[O:33].[CH3:55][O:56][CH2:57][CH2:58][O:59][CH3:60].[Na+:54].[OH-:53].[OH2:61]>>[CH3:1][C:2]1=[CH:11][CH:10]([c:15]2[cH:16][c:17]([N+:21](=[O:22])[O-:23])[cH:18][cH:19][cH:20]2)[C:9]2=[C:4]([NH:3]1)[CH2:5][CH2:6][CH2:7][C:8]2=[O:24]. RXN SMILES: [C:1]([O:2][C:3](=[O:4])[N:8]1[CH2:9][CH2:10][N:11]([c:15]2[c:16]([NH:22][C:23]([c:24]3[cH:25][c:26]([Cl:30])[cH:27][cH:28][cH:29]3)=[O:31])[cH:17][c:18]([Cl:21])[cH:19][cH:20]2)[CH2:12][CH2:13][CH2:14]1)([CH3:5])([CH3:6])[CH3:7].[CH2:36]1[O:37][CH2:38][CH2:39][O:40][CH2:41]1.[CH3:33][C:34]#[N:35].[ClH:32]>>[NH:8]1[CH2:9][CH2:10][N:11]([c:15]2[c:16]([NH:22][C:23]([c:24]3[cH:25][c:26]([Cl:30])[cH:27][cH:28][cH:29]3)=[O:31])[cH:17][c:18]([Cl:21])[cH:19][cH:20]2)[CH2:12][CH2:13][CH2:14]1. Reactants: CC(C)(C)OC(=O)N1CCCN(c2ccc(Cl)cc2NC(=O)c2cccc(Cl)c2)CC1, C1COCCO1, CC#N, Cl. Product: O=C(Nc1cc(Cl)ccc1N1CCCNCC1)c1cccc(Cl)c1. The reactants are C(C)OCC (diethyl ether), C1(CCCC1)N1C2=C(C3=C1N=C(N=C3)NC3=NC=C(C=C3)N3C[C@@H](CC3)O[Si](C)(C)C(C)(C)C)C=CC(N2C)=O (9-Cyclopentyl-2-((5-((3R)-3-(tert-butyldimethylsilyloxy)pyrrolidin-1-yl)-2-pyridinyl)amino)-8-methyl-8,9-dihydro-7H-pyrido[3′,2′:4,5]pyrrolo[2,3-d]-pyrimidin-7-one), C(=O)(O)[O-].[Na+] (NaHCO3), [F-].C(CCC)[N+](CCCC)(CCCC)CCCC (Tetrabutylammonium fluoride). Solvent: CO (methanol), CO (methanol), C1CCOC1 (THF), C1CCOC1 (THF). Reaction conditions: time 4.5 hour. Yields the product C1(CCCC1)N1C2=C(C3=C1N=C(N=C3)NC3=NC=C(C=C3)N3C[C@@H](CC3)O)C=CC(N2C)=O (9-Cyclopentyl-2-((5-((3R)-3-hydroxy-1-pyrrolidinyl)-2-pyridinyl)amino)-8-methyl-8,9-dihydro-7H-pyrido[3′,2′:4,5]pyrrolo[2,3-d]pyrimidin-7-one). Yield: 49.8%. As a reaction SMILES: [CH:1]1([N:6]2[C:10]3[N:11]=[C:12]([NH:15][C:16]4[CH:21]=[CH:20][C:19]([N:22]5[CH2:26][CH2:25][C@@H:24]([O:27][Si](C(C)(C)C)(C)C)[CH2:23]5)=[CH:18][N:17]=4)[N:13]=[CH:14][C:9]=3[C:8]3[CH:35]=[CH:36][C:37](=[O:40])[N:38]([CH3:39])[C:7]2=3)[CH2:5][CH2:4][CH2:3][CH2:2]1.[F-].C([N+](CCCC)(CCCC)CCCC)CCC.C([O-])(O)=O.[Na+].C(OCC)C>C1COCC1.CO>[CH:1]1([N:6]2[C:10]3[N:11]=[C:12]([NH:15][C:16]4[CH:21]=[CH:20][C:19]([N:22]5[CH2:26][CH2:25][C@@H:24]([OH:27])[CH2:23]5)=[CH:18][N:17]=4)[N:13]=[CH:14][C:9]=3[C:8]3[CH:35]=[CH:36][C:37](=[O:40])[N:38]([CH3:39])[C:7]2=3)[CH2:2][CH2:3][CH2:4][CH2:5]1 |f:1.2,3.4|. Reported procedure: Compound 276 (53.0 mg, 94.7 μmol) was dissolved in THF (2 mL).). Tetrabutylammonium fluoride, 1.0M in THF (0.500 mL, 500 μmol) was added and the reaction was stirred at room temperature for 4.5 hours. The solvent was evaporated to give an orange oil. Preparative reverse phase HPLC (gradient elution 0.1% TFA in water/10-70% acetonitrile) afforded a yellow solid. This residue was added to aqueous NaHCO3 (saturated, 10 mL) and extracted with dichloromethane+10% methanol (3×30 mL). The combined orga... Starting materials: CC1=CC=C(C=C1)C1=C(C=NO1)C(=O)O (5-(4-methylphenyl)isoxazole-4-carboxylic acid), C(C)C1CCC(NC1)C (5-ethyl-2-methylpiperidine). Yields the product C(C)C1CCC(N(C1)C(=O)C=1C=NOC1C1=CC=C(C=C1)C)C (5-Ethyl-2-methyl-1-{[5-(4-methylphenyl)isoxazol-4-yl]carbonyl}piperidine), solid. RXN SMILES: [CH3:1][C:2]1[CH:7]=[CH:6][C:5]([C:8]2[O:12][N:11]=[CH:10][C:9]=2[C:13]([OH:15])=O)=[CH:4][CH:3]=1.[CH2:16]([CH:18]1[CH2:23][NH:22][CH:21]([CH3:24])[CH2:20][CH2:19]1)[CH3:17]>>[CH2:16]([CH:18]1[CH2:23][N:22]([C:13]([C:9]2[CH:10]=[N:11][O:12][C:8]=2[C:5]2[CH:4]=[CH:3][C:2]([CH3:1])=[CH:7][CH:6]=2)=[O:15])[CH:21]([CH3:24])[CH2:20][CH2:19]1)[CH3:17]. Procedure: The title compound was prepared from 5-(4-methylphenyl)isoxazole-4-carboxylic acid (10.2 mg, 0.050 mmol) and 5-ethyl-2-methylpiperidine (7.6 mg, 0.060 mmol) as described in synthetic method B and thereafter purified by preparative HPLC method B to give a solid (5.5 mg). HRMS calcd for C19H24N2O2: 312.1838, found 312.1841. Starting materials: FC(C=1N=CC(=NC1)C(=O)O)F (5-(difluoromethyl)pyrazine-2-carboxylic acid), NC=1C=CC(=C(C1)[C@]1(N=C(C(S(C1)(=O)=O)(C)C)N)C)F ((R)-5-(5-amino-2-fluoro-phenyl)-2,2,5-trimethyl-1,1-dioxo-1,2,5,6-tetrahydro-1λ6-[1,4]thiazin-3-ylamine). Product: NC1=N[C@](CS(C1(C)C)(=O)=O)(C)C=1C=C(C=CC1F)NC(=O)C1=NC=C(N=C1)C(F)F (5-Difluoromethyl-pyrazine-2-carboxylic acid [3-((R)-5-amino-3,6,6-trimethyl-1,1-dioxo-1,2,3,6-tetrahydro-1λ6-[1,4]thiazin-3-yl)-4-fluoro-phenyl]-amide). Yield: 47.9%. RXN SMILES: [F:1][CH:2]([F:12])[C:3]1[N:4]=[CH:5][C:6]([C:9]([OH:11])=O)=[N:7][CH:8]=1.[NH2:13][C:14]1[CH:15]=[CH:16][C:17]([F:32])=[C:18]([C@:20]2([CH3:31])[CH2:25][S:24](=[O:27])(=[O:26])[C:23]([CH3:29])([CH3:28])[C:22]([NH2:30])=[N:21]2)[CH:19]=1>>[NH2:30][C:22]1[C:23]([CH3:28])([CH3:29])[S:24](=[O:26])(=[O:27])[CH2:25][C@:20]([C:18]2[CH:19]=[C:14]([NH:13][C:9]([C:6]3[CH:5]=[N:4][C:3]([CH:2]([F:1])[F:12])=[CH:8][N:7]=3)=[O:11])[CH:15]=[CH:16][C:17]=2[F:32])([CH3:31])[N:21]=1. Procedure: Prepared from commercially available 5-(difluoromethyl)pyrazine-2-carboxylic acid (CAS-no. 1174321-06-2) (48.9 mg, 281 μmol, Eq: 1.2) and (R)-5-(5-amino-2-fluoro-phenyl)-2,2,5-trimethyl-1,1-dioxo-1,2,5,6-tetrahydro-1λ6-[1,4]thiazin-3-ylamine (70 mg, 234 μmol, Eq: 1.00) as described for example 2 (method b) to give the title compound (51 mg, 112 μmol, 47.9% yield) as a light yellow foam. MS (ISP): m/z=456.5 [(M+H)+].